Dataset: the Open Reaction Database (ORD), a public repository of structured organic reaction records. Task: describe an organic reaction: reactants, conditions, products, and yield Starting materials: BrC1=C(C=C(C=C1)C=1OC(=NN1)C)C (2-(4-bromo-3-methylphenyl)-5-methyl-1,3,4-oxadiazole), CC1=C(C=C(C=C1)NC(=O)C1=CC(=NC=C1)N1CCCC1)B1OC(C(O1)(C)C)(C)C (N-[4-methyl-3-(4,4,5,5-tetramethyl-[1,3,2]-dioxaborolan-2-yl)phenyl]-2-(1-pyrrolidinyl)-4-pyridinecarboxamide), CC1=C(C=C(C=C1)NC(=O)C1=CC(=NC=C1)N1CCCC1)B1OC(C(O1)(C)C)(C)C (N-[4-methyl-3-(4,4,5,5-tetramethyl-[1,3,2]-dioxaborolan-2-yl)phenyl]-2-(1-pyrrolidinyl)-4-pyridinecarboxamide). RXN SMILES: Br[C:2]1[CH:7]=[CH:6][C:5]([C:8]2[O:9][C:10]([CH3:13])=[N:11][N:12]=2)=[CH:4][C:3]=1[CH3:14].[CH3:15][C:16]1[CH:21]=[CH:20][C:19]([NH:22][C:23]([C:25]2[CH:30]=[CH:29][N:28]=[C:27]([N:31]3[CH2:35][CH2:34][CH2:33][CH2:32]3)[CH:26]=2)=[O:24])=[CH:18][C:17]=1B1OC(C)(C)C(C)(C)O1>>[CH3:14][C:3]1[CH:4]=[C:5]([C:8]2[O:9][C:10]([CH3:13])=[N:11][N:12]=2)[CH:6]=[CH:7][C:2]=1[C:17]1[C:16]([CH3:15])=[CH:21][CH:20]=[C:19]([NH:22][C:23]([C:25]2[CH:30]=[CH:29][N:28]=[C:27]([N:31]3[CH2:32][CH2:33][CH2:34][CH2:35]3)[CH:26]=2)=[O:24])[CH:18]=1. Reported procedure: Example 10 was prepared using 2-(4-bromo-3-methylphenyl)-5-methyl-1,3,4-oxadiazole and N-[4-methyl-3-(4,4,5,5-tetramethyl-[1,3,2]-dioxaborolan-2-yl)phenyl]-2-(1-pyrrolidinyl)-4-pyridinecarboxamide (Intermediate 20). Product: CC1=C(C=CC(=C1)C=1OC(=NN1)C)C1=CC(=CC=C1C)NC(=O)C1=CC(=NC=C1)N1CCCC1 (N-[2′,6-Dimethyl-4′-(5-methyl-1,3,4-oxadiazol-2-yl)[1,1′-biphenyl]-3-yl]-2-(1-pyrrolidinyl)-4-pyridinecarboxamide).